Dataset: the Open Reaction Database (ORD), a public repository of structured organic reaction records. Task: describe an organic reaction: reactants, conditions, products, and yield Starting materials: C=CC#N, c1ccc(CN2CC3CC2CN3)cc1, Cc1ccccc1. The product is N#CCCN1CC2CC1CN2Cc1ccccc1. RXN SMILES: [CH2:1]=[CH:2][C:3]#[N:4].[CH2:5]([c:6]1[cH:7][cH:8][cH:9][cH:10][cH:11]1)[N:12]1[CH:13]2[CH2:14][NH:15][CH:16]([CH2:17]1)[CH2:18]2.[CH3:19][c:20]1[cH:21][cH:22][cH:23][cH:24][cH:25]1>>[CH2:1]([CH2:2][C:3]#[N:4])[N:15]1[CH2:14][CH:13]2[N:12]([CH2:5][c:6]3[cH:7][cH:8][cH:9][cH:10][cH:11]3)[CH2:17][CH:16]1[CH2:18]2. Starting materials: C1CCOC1, CCCCCn1c2nc[nH]c2c(=O)n2c(C)nnc12, O=C1CCC(=O)N1Cl. The product is CCCCCn1c2nc(Cl)[nH]c2c(=O)n2c(C)nnc12. Reaction SMILES: [CH2:28]1[O:29][CH2:30][CH2:31][CH2:32]1.[CH3:1][c:2]1[n:3][n:4][c:5]2[n:6]1[c:7](=[O:19])[c:8]1[nH:9][cH:10][n:11][c:12]1[n:13]2[CH2:14][CH2:15][CH2:16][CH2:17][CH3:18].[Cl:20][N:21]1[C:22](=[O:23])[CH2:24][CH2:25][C:26]1=[O:27]>>[CH3:1][c:2]1[n:3][n:4][c:5]2[n:6]1[c:7](=[O:19])[c:8]1[nH:9][c:10]([Cl:20])[n:11][c:12]1[n:13]2[CH2:14][CH2:15][CH2:16][CH2:17][CH3:18]. The reactants are O=C1OCCO1, O=C([O-])Cl, CC(C)(C)COC(=O)Cl, [F-], [K+]. The product is CC(C)(C)COC(=O)F. Reaction SMILES: [C:1]1(=[O:2])[O:3][CH2:4][CH2:5][O:6]1.[Cl:18][C:19]([O-:20])=[O:21].[Cl:9][C:10](=[O:11])[O:12][CH2:13][C:14]([CH3:15])([CH3:16])[CH3:17].[F-:7].[K+:8]>>[F:7][C:10](=[O:11])[O:12][CH2:13][C:14]([CH3:15])([CH3:16])[CH3:17]. The reactants are C(C)[SiH](CC)CC (triethylsilane), CS(=O)(=O)O (methanesulfonic acid), BrC=1C(=CC(=C(C1)C(=O)C1=CC=C(C=C1)CC)Cl)OC ((5-bromo-2-chloro-4-methoxyphenyl)(4-ethylphenyl)methanone). Run in FC(C(=O)O)(F)F (trifluoroacetic acid). Run at time 2.5 hour. Yields the product BrC1=C(C=C(C(=C1)CC1=CC=C(C=C1)CC)Cl)OC (1-bromo-4-chloro-5-(4-ethylbenzyl)-2-methoxybenzene). Isolated yield 87.4%. RXN SMILES: [Br:1][C:2]1[C:3]([O:19][CH3:20])=[CH:4][C:5]([Cl:18])=[C:6]([C:8]([C:10]2[CH:15]=[CH:14][C:13]([CH2:16][CH3:17])=[CH:12][CH:11]=2)=O)[CH:7]=1.C([SiH](CC)CC)C.CS(O)(=O)=O>FC(F)(F)C(O)=O>[Br:1][C:2]1[CH:7]=[C:6]([CH2:8][C:10]2[CH:11]=[CH:12][C:13]([CH2:16][CH3:17])=[CH:14][CH:15]=2)[C:5]([Cl:18])=[CH:4][C:3]=1[O:19][CH3:20]. Reported procedure: (5-bromo-2-chloro-4-methoxyphenyl)(4-ethylphenyl)methanone (21) (5.6 g, 69%) was dissolved in trifluoroacetic acid (40 mL). To this mixture was added triethylsilane (6.3 mL, 40 mmol) and methanesulfonic acid (0.40 mL, 6.0 mmol). The resulting solution was stirred at room temperature for 2.5 hours, after which it was partitioned between water and ethyl acetate. The organic layer was washed with water (1×25 mL), followed by saturated NaHCO3 (2×25 mL) and brine (25 mL). The organic layer was dried ... Starting materials: CS(=O)(=O)CC#CC1c2ccccc2C=Cc2ccccc21, ClCCl, OCCN1CCNCC1. Product: OCCN1CCN(CC#CC2c3ccccc3C=Cc3ccccc32)CC1. Reaction SMILES: [CH3:10][S:11](=[O:12])(=[O:13])[CH2:14][C:15]#[C:16][CH:17]1[c:18]2[c:19]([cH:28][cH:29][cH:30][cH:31]2)[CH:20]=[CH:21][c:22]2[c:23]1[cH:24][cH:25][cH:26][cH:27]2.[Cl:32][CH2:33][Cl:34].[OH:1][CH2:2][CH2:3][N:4]1[CH2:5][CH2:6][NH:7][CH2:8][CH2:9]1>>[OH:1][CH2:2][CH2:3][N:4]1[CH2:5][CH2:6][N:7]([CH2:14][C:15]#[C:16][CH:17]2[c:18]3[c:19]([cH:28][cH:29][cH:30][cH:31]3)[CH:20]=[CH:21][c:22]3[c:23]2[cH:24][cH:25][cH:26][cH:27]3)[CH2:8][CH2:9]1. Starting materials: C(C)(C)(C)OC(=O)N1[C@H]([C@H](CC1)C1=CC=CC=C1)CO (rac-(cis)-tert-butyl-2-(hydroxymethyl)-3-phenylpyrrolidine-1-carboxylate), C1CCOC1 (THF), Cl (hydrogen chloride), [OH-].[Na+] (NaOH). The solvent is CO (methanol). Conditions: time 1 hour. The product is C1(=CC=CC=C1)[C@@H]1[C@@H](NCC1)CO (rac-(cis)-3-phenylpyrrolidin-2-ylmethanol). Yield: 56.0%. As a reaction SMILES: C(OC([N:8]1[CH2:12][CH2:11][C@H:10]([C:13]2[CH:18]=[CH:17][CH:16]=[CH:15][CH:14]=2)[C@@H:9]1[CH2:19][OH:20])=O)(C)(C)C.C1COCC1.Cl.[OH-].[Na+]>CO>[C:13]1([C@H:10]2[CH2:11][CH2:12][NH:8][C@H:9]2[CH2:19][OH:20])[CH:14]=[CH:15][CH:16]=[CH:17][CH:18]=1 |f:3.4|. Reported procedure: rac-(cis)-3-Phenylpyrrolidin-2-yl)methanol. To a stirred solution of rac-(cis)-tert-butyl-2-(hydroxymethyl)-3-phenylpyrrolidine-1-carboxylate, racemic (0.2133 g, 769 μmol) in THF (2.0 mL, 24409 μmol) was added hydrogen chloride (4.0 N solution in 1,4-dioxane) (1.9 mL, 7690 μmol) at room temperature. The resulting mixture was stirred at room temperature for 1 hour. The entire mixture was neutralized with SN NaOH and concentrated to give rac-(cis)-3-phenylpyrrolidin-2-ylmethanol (76 mg, 56% yield)... Reactants: C(CCC)N1C(C(=C(C2=CC=CN=C12)C1=CC(=CC=C1)OC)NC(=O)NC1=C(C=C(C=C1C(C)C)CO[Si](C)(C)C(C)(C)C)C(C)C)=O (N-[1-butyl-4-(3-methoxyphenyl)-1,2-dihydro-2-oxo-1,8-naphthyridin-3-yl]-N′-[2,6-diisopropyl-4-(tert-butyldimethylsilyloxymethyl)phenyl]urea), O (Water). Solvent: CO (methanol). Yields the product C(CCC)N1C(C(=C(C2=CC=CN=C12)C1=CC(=CC=C1)OC)NC(=O)NC1=C(C=C(C=C1C(C)C)CO)C(C)C)=O (N-[1-butyl-4-(3-methoxyphenyl)-1,2-dihydro-2-oxo-1,8-naphthyridin-3-yl]-N′-(2,6-diisopropyl-4-hydroxymethylphenyl)urea). Yield: 89.0%. RXN SMILES: [CH2:1]([N:5]1[C:14]2[C:9](=[CH:10][CH:11]=[CH:12][N:13]=2)[C:8]([C:15]2[CH:20]=[CH:19][CH:18]=[C:17]([O:21][CH3:22])[CH:16]=2)=[C:7]([NH:23][C:24]([NH:26][C:27]2[C:32]([CH:33]([CH3:35])[CH3:34])=[CH:31][C:30]([CH2:36][O:37][Si](C(C)(C)C)(C)C)=[CH:29][C:28]=2[CH:45]([CH3:47])[CH3:46])=[O:25])[C:6]1=[O:48])[CH2:2][CH2:3][CH3:4].O>CO>[CH2:1]([N:5]1[C:14]2[C:9](=[CH:10][CH:11]=[CH:12][N:13]=2)[C:8]([C:15]2[CH:20]=[CH:19][CH:18]=[C:17]([O:21][CH3:22])[CH:16]=2)=[C:7]([NH:23][C:24]([NH:26][C:27]2[C:28]([CH:45]([CH3:46])[CH3:47])=[CH:29][C:30]([CH2:36][OH:37])=[CH:31][C:32]=2[CH:33]([CH3:35])[CH3:34])=[O:25])[C:6]1=[O:48])[CH2:2][CH2:3][CH3:4]. Procedure: A solution of N-[1-butyl-4-(3-methoxyphenyl)-1,2-dihydro-2-oxo-1,8-naphthyridin-3-yl]-N′-[2,6-diisopropyl-4-(tert-butyldimethylsilyloxymethyl)phenyl]urea (6.75 g, 10.1 mmol) in methanol containing 15% HCl (100 ml) is stirred at room temperature for 3 hours. Water is added to the reaction solution, and the mixture is extracted with ethyl acetate. The organic layer is washed with water (once) and an aqueous sodium hydrogen carbonate solution (once). The solvent is concentrated under reduced pressu...